Dataset: the Open Reaction Database (ORD), a public repository of structured organic reaction records. Task: describe an organic reaction: reactants, conditions, products, and yield Starting materials: ClCCC1=C(N=C2N(C1=O)C=CN2C)C (6-(2-chloroethyl)-1,7-dimethyl-1H,5H-imidazo[1,2-a]pyrimidin-5-one), C(C)OCCN1C(=NC=2C1=NC=CC2)CN2CCNCC2 (3-(2-ethoxyethyl)-2-(1-piperazinylmethyl) -3H-imidazo[4,5-b]pyridine), C([O-])([O-])=O.[Na+].[Na+] (sodium carbonate). The solvent is CC(CC(C)=O)C (4-methyl-2-pentanone). Reaction conditions: time 44 hour. Product: C(\C=C\C(=O)O)(=O)O.C(C)OCCN1C(=NC=2C1=NC=CC2)CN2CCN(CC2)CCC2=C(N=C1N(C2=O)C=CN1C)C (6-[2-[4-[[3-(2-ethoxyethyl)-3H-imidazo[4,5-b]-pyridin-2-yl]methyl]1-piperazinyl]ethyl]-1,7-dimethyl-1H, 5H-imidazo[1,2-a]pyrimidin-5-one (E)-2-butenedioate). Yield: 47.3%. As a reaction SMILES: Cl[CH2:2][CH2:3][C:4]1[C:9](=[O:10])[N:8]2[CH:11]=[CH:12][N:13]([CH3:14])[C:7]2=[N:6][C:5]=1[CH3:15].[CH2:16]([O:18][CH2:19][CH2:20][N:21]1[C:25]2=[N:26][CH:27]=[CH:28][CH:29]=[C:24]2[N:23]=[C:22]1[CH2:30][N:31]1[CH2:36][CH2:35][NH:34][CH2:33][CH2:32]1)[CH3:17].[C:37](=[O:40])([O-:39])[O-].[Na+].[Na+]>CC(C)CC(=O)C>[C:9]([OH:10])(=[O:18])/[CH:4]=[CH:5]/[C:37]([OH:39])=[O:40].[CH2:16]([O:18][CH2:19][CH2:20][N:21]1[C:25]2=[N:26][CH:27]=[CH:28][CH:29]=[C:24]2[N:23]=[C:22]1[CH2:30][N:31]1[CH2:32][CH2:33][N:34]([CH2:2][CH2:3][C:4]2[C:9](=[O:10])[N:8]3[CH:11]=[CH:12][N:13]([CH3:14])[C:7]3=[N:6][C:5]=2[CH3:15])[CH2:35][CH2:36]1)[CH3:17] |f:2.3.4,6.7|. Reported procedure: A mixture of 2.7 parts of 6-(2-chloroethyl)-1,7-dimethyl-1H,5H-imidazo[1,2-a]pyrimidin-5-one, 2.9 parts of 3-(2-ethoxyethyl)-2-(1-piperazinylmethyl) -3H-imidazo[4,5-b]pyridine, 1.06 parts of sodium carbonate and 80 parts of 4-methyl-2-pentanone was stirred first for 44 hours at reflux temperature and then over weekend at room temperature. The reaction mixture was evaporated and the residue was taken up in water. The product was extracted with dichloromethane. The extract was washed with water, d... Starting materials: N(=[N+]=[N-])C(CO)C1=CC(=CC=C1)Br (2-azido-2-(3-bromo-phenyl)-ethanol), C1(=CC=CC=C1)P(C1=CC=CC=C1)C1=CC=CC=C1 (triphenylphosphine). Solvent: C1CCOC1 (THF). Conditions: temperature 60 celsius, time 24 hour. The product is NC(CO)C1=CC(=CC=C1)Br (2-Amino-2-(3-bromo-phenyl)-ethanol). The yield is 14.1%. RXN SMILES: [N:1]([CH:4]([C:7]1[CH:12]=[CH:11][CH:10]=[C:9]([Br:13])[CH:8]=1)[CH2:5][OH:6])=[N+]=[N-].C1(P(C2C=CC=CC=2)C2C=CC=CC=2)C=CC=CC=1>C1COCC1>[NH2:1][CH:4]([C:7]1[CH:12]=[CH:11][CH:10]=[C:9]([Br:13])[CH:8]=1)[CH2:5][OH:6]. Reported procedure: To a solution of 2-(3-bromo-phenyl)-oxirane (2.5 g, 12.6 mmol) in CH2Cl2 (20 mL) was added azidotrimethylsilane (2.5 mL, 18.84 mmol), followed by aluminium isopropoxide (256 mg, 1.26 mmol). The reaction mixture was stirred at room temperature for 18 h. Sodium potassium tartrate 1M (30 mL) was added, the aqueous layer was extracted with CH2Cl2, and the organic layers were dried over anhydrous magnesium sulfate and filtered. The filtrate was concentrated in vacuo, and the crude compound is purifie...